The task is: describe an organic reaction: reactants, conditions, products, and yield. This data is from the Open Reaction Database (ORD), a public repository of structured organic reaction records. RXN SMILES: [CH3:1][C:2]1([CH3:45])[O:3][CH2:4][CH:5]([CH2:7][CH2:8][NH:9][C:10](=[O:11])[CH:12]2[NH:13][CH:14]([CH2:35][C:36]([CH2:37][CH2:38][NH:39][C:40]([CH3:41])=[O:42])([CH3:43])[CH3:44])[C:15]([C:25]#[N:26])([c:27]3[c:28]([F:34])[cH:29][c:30]([Cl:33])[cH:31][cH:32]3)[CH:16]2[c:17]2[c:18]([F:24])[c:19]([Cl:23])[cH:20][cH:21][cH:22]2)[O:6]1.[ClH:46].[O:47]1[CH2:48][CH2:49][CH2:50][CH2:51]1>>[OH:3][CH2:4][CH:5]([OH:6])[CH2:7][CH2:8][NH:9][C:10](=[O:11])[CH:12]1[NH:13][CH:14]([CH2:35][C:36]([CH2:37][CH2:38][NH:39][C:40]([CH3:41])=[O:42])([CH3:43])[CH3:44])[C:15]([C:25]#[N:26])([c:27]2[c:28]([F:34])[cH:29][c:30]([Cl:33])[cH:31][cH:32]2)[CH:16]1[c:17]1[c:18]([F:24])[c:19]([Cl:23])[cH:20][cH:21][cH:22]1. Reactants: CC(=O)NCCC(C)(C)CC1NC(C(=O)NCCC2COC(C)(C)O2)C(c2cccc(Cl)c2F)C1(C#N)c1ccc(Cl)cc1F, Cl, C1CCOC1. Yields the product CC(=O)NCCC(C)(C)CC1NC(C(=O)NCCC(O)CO)C(c2cccc(Cl)c2F)C1(C#N)c1ccc(Cl)cc1F.